Dataset: the Open Reaction Database (ORD), a public repository of structured organic reaction records. Task: describe an organic reaction: reactants, conditions, products, and yield Starting materials: ClC1=NC(=CC=C1)Cl (2,6-dichloro-pyridine), C(C)OC=1C=C(CN2CCC(CC2)N)C=CC1OC (1-(3-ethoxy-4-methoxy-benzyl)-piperidin-4-ylamine), C(C)OC=1C=C(CN2CCC(CC2)N)C=CC1OC (1-(3-ethoxy-4-methoxy-benzyl)-piperidin-4-ylamine), [H-].[Na+] (sodium hydride). The solvent is CN(C)C=O (DMF). Run at time 2 hour. Product: ClC1=CC=CC(=N1)NC1CCN(CC1)CC1=CC(=C(C=C1)OC)OCC ((6-Chloro-pyridin-2-yl)-[1-(3-ethoxy-4-methoxy-benzyl)-piperidin-4-yl]-amine). Isolated yield 2.0%. RXN SMILES: [CH2:1]([O:3][C:4]1[CH:5]=[C:6]([CH:15]=[CH:16][C:17]=1[O:18][CH3:19])[CH2:7][N:8]1[CH2:13][CH2:12][CH:11]([NH2:14])[CH2:10][CH2:9]1)[CH3:2].[H-].[Na+].[Cl:22][C:23]1[CH:28]=[CH:27][CH:26]=[C:25](Cl)[N:24]=1>CN(C=O)C>[Cl:22][C:23]1[N:24]=[C:25]([NH:14][CH:11]2[CH2:10][CH2:9][N:8]([CH2:7][C:6]3[CH:15]=[CH:16][C:17]([O:18][CH3:19])=[C:4]([O:3][CH2:1][CH3:2])[CH:5]=3)[CH2:13][CH2:12]2)[CH:26]=[CH:27][CH:28]=1 |f:1.2|. Procedure: To a solution of 1-(3-ethoxy-4-methoxy-benzyl)-piperidin-4-ylamine (39.7 mg, 0.15 mmol, 1.2 equiv; intermediate A1) in dry DMF (1.5 mL) under Ar was added sodium hydride (6.6 mg, 0.15 mmol, 1.2 equiv; 55% free-flowing powder moistened with oil) and the reaction mixture stirred at rt. After 2 h, 2,6-dichloro-pyridine (18.5 mg, 0.125 mmol, 1.0 equiv; commercially available) was added and the mixture heated by microwave irradiation to 140° C. for 1 h. Removal of the solvent under reduced pressure a... The reactants are C1(CC1)C(=O)NC=1N=C2N(N=C(C=C2)OC=2C=CC(=C(C2)NC(=O)C2=CC(=NN2C)C)C)C1 (N-[5-({2-[(cyclopropylcarbonyl)amino]imidazo[1,2-b]pyridazin-6-yl}oxy)-2-methylphenyl]-1,3-dimethyl-1H-pyrazole-5-carboxamide), O.C1(=CC=CC=C1)S(=O)(=O)O (benzenesulfonic acid monohydrate). Solvent: C(C)O (ethanol). Yields the product C1(=CC=CC=C1)S(=O)(=O)O.C1(CC1)C(=O)NC=1N=C2N(N=C(C=C2)OC=2C=CC(=C(C2)NC(=O)C2=CC(=NN2C)C)C)C1 (N-[5-({2-[(cyclopropylcarbonyl)amino]imidazo[1,2-b]pyridazin-6-yl}oxy)-2-methylphenyl]-1,3-dimethyl-1H-pyrazole-5-carboxamide benzenesulfonate). Yield: 74.5%. As a reaction SMILES: [CH:1]1([C:4]([NH:6][C:7]2[N:8]=[C:9]3[CH:14]=[CH:13][C:12]([O:15][C:16]4[CH:17]=[CH:18][C:19]([CH3:32])=[C:20]([NH:22][C:23]([C:25]5[N:29]([CH3:30])[N:28]=[C:27]([CH3:31])[CH:26]=5)=[O:24])[CH:21]=4)=[N:11][N:10]3[CH:33]=2)=[O:5])[CH2:3][CH2:2]1.O.[C:35]1([S:41]([OH:44])(=[O:43])=[O:42])[CH:40]=[CH:39][CH:38]=[CH:37][CH:36]=1>C(O)C>[C:35]1([S:41]([OH:44])(=[O:43])=[O:42])[CH:40]=[CH:39][CH:38]=[CH:37][CH:36]=1.[CH:1]1([C:4]([NH:6][C:7]2[N:8]=[C:9]3[CH:14]=[CH:13][C:12]([O:15][C:16]4[CH:17]=[CH:18][C:19]([CH3:32])=[C:20]([NH:22][C:23]([C:25]5[N:29]([CH3:30])[N:28]=[C:27]([CH3:31])[CH:26]=5)=[O:24])[CH:21]=4)=[N:11][N:10]3[CH:33]=2)=[O:5])[CH2:3][CH2:2]1 |f:1.2,4.5|. Procedure: Using N-[5-({2-[(cyclopropylcarbonyl)amino]imidazo[1,2-b]pyridazin-6-yl}oxy)-2-methylphenyl]-1,3-dimethyl-1H-pyrazole-5-carboxamide (2.00 g, 4.49 mmol), ethanol (100 mL) and benzenesulfonic acid monohydrate (0.83 g, 4.71 mmol), and in the same manner as in Example 152, the title compound (2.02 g, 75%) was obtained as white crystals.